Task: describe an organic reaction: reactants, conditions, products, and yield. Dataset: the Open Reaction Database (ORD), a public repository of structured organic reaction records Starting materials: COC1=CC=C(C=C1)C1=NSC(=N1)S(=O)(=O)N (3-(4-methoxyphenyl)-1,2,4-thiadiazole-5-sulfonamide), C(C)(OCC)(OCC)OCC (triethyl orthoacetate). Solvent: CCCCCC (hexane). Yields the product C(C)OC(C)=NS(=O)(=O)C1=NC(=NS1)C1=CC=C(C=C1)OC (N-(1-Ethoxyethylidene)-3-(4-methoxyphenyl)-1,2,4-thiadiazole-5-sulfonamide). RXN SMILES: [CH3:1][O:2][C:3]1[CH:8]=[CH:7][C:6]([C:9]2[N:13]=[C:12]([S:14]([NH2:17])(=[O:16])=[O:15])[S:11][N:10]=2)=[CH:5][CH:4]=1.[C:18](OCC)(OCC)([O:20][CH2:21][CH3:22])[CH3:19]>CCCCCC>[CH2:18]([O:20][C:21](=[N:17][S:14]([C:12]1[S:11][N:10]=[C:9]([C:6]2[CH:7]=[CH:8][C:3]([O:2][CH3:1])=[CH:4][CH:5]=2)[N:13]=1)(=[O:16])=[O:15])[CH3:22])[CH3:19]. Procedure details: A mixture of 1.5 g of 3-(4-methoxyphenyl)-1,2,4-thiadiazole-5-sulfonamide and 5 ml of triethyl orthoacetate was refluxed for 4 hours. The mixture was cooled and diluted with hexane (15 ml), and the solids were collected and washed with hexane to give 1.7 g of solid. Recrystallization from 3:1 cyclohexane/benzne (100 ml) gave 1.16 g of needles, m.p. 156°-158°. Reactants: CC(=O)O[BH-](OC(C)=O)OC(C)=O, O=C([O-])O, C1COCCO1, CC(C)C1=C(C(=O)N2CC(F)CC2C(=O)N2CCNC3(CC3)C2)SC2=NC(C)(c3ccc(Cl)nc3)C(c3ccc(Cl)c(F)c3)N21, [Na+], [Na+]. The product is CC(C)C1=C(C(=O)N2CC(F)CC2C(=O)N2CCN(C)C3(CC3)C2)SC2=NC(C)(c3ccc(Cl)nc3)C(c3ccc(Cl)c(F)c3)N21. RXN SMILES: [C:1]([O:2][BH-:3]([O:4][C:5](=[O:6])[CH3:7])[O:8][C:9](=[O:10])[CH3:11])(=[O:12])[CH3:13].[C:60](=[O:61])([OH:62])[O-:63].[CH2:65]1[O:66][CH2:67][CH2:68][O:69][CH2:70]1.[Cl:15][c:16]1[c:17]([F:59])[cH:18][c:19]([CH:22]2[C:23]([CH3:51])([c:52]3[cH:53][n:54][c:55]([Cl:58])[cH:56][cH:57]3)[N:24]=[C:25]3[S:26][C:27]([C:33](=[O:34])[N:35]4[CH:36]([C:37](=[O:38])[N:39]5[CH2:40][CH2:41][NH:42][C:43]6([CH2:44][CH2:45]6)[CH2:46]5)[CH2:47][CH:48]([F:50])[CH2:49]4)=[C:28]([CH:30]([CH3:31])[CH3:32])[N:29]23)[cH:20][cH:21]1.[Na+:14].[Na+:64]>>[CH3:1][N:42]1[CH2:41][CH2:40][N:39]([C:37]([CH:36]2[N:35]([C:33]([C:27]3=[C:28]([CH:30]([CH3:31])[CH3:32])[N:29]4[CH:22]([c:19]5[cH:18][c:17]([F:59])[c:16]([Cl:15])[cH:21][cH:20]5)[C:23]([CH3:51])([c:52]5[cH:53][n:54][c:55]([Cl:58])[cH:56][cH:57]5)[N:24]=[C:25]4[S:26]3)=[O:34])[CH2:49][CH:48]([F:50])[CH2:47]2)=[O:38])[CH2:46][C:43]12[CH2:44][CH2:45]2. Starting materials: C1CCOC1, CO, CC(=O)O, Clc1nc2nccn2c(Cl)c1-c1ccccc1, [Cu], [Zn], c1ccc(-c2cnc3nccn3c2)cc1. The product is Clc1nc2nccn2cc1-c1ccccc1. Reaction SMILES: [CH2:20]1[O:21][CH2:22][CH2:23][CH2:24]1.[CH3:18][OH:19].[CH3:40][C:41](=[O:42])[OH:43].[Cl:1][c:2]1[c:3](-[c:12]2[cH:13][cH:14][cH:15][cH:16][cH:17]2)[c:4]([Cl:11])[n:5][c:6]2[n:7]1[cH:8][cH:9][n:10]2.[Cu:44].[Zn:45].[c:25]1(-[c:26]2[cH:27][n:28][c:29]3[n:30]([cH:31][cH:32][n:33]3)[cH:34]2)[cH:35][cH:36][cH:37][cH:38][cH:39]1>>[cH:2]1[c:3](-[c:12]2[cH:13][cH:14][cH:15][cH:16][cH:17]2)[c:4]([Cl:11])[n:5][c:6]2[n:7]1[cH:8][cH:9][n:10]2. Starting materials: C(C=C)Br (allyl bromide), O1CCOC2=C1C=CC=C2N2CCN(CC2)CC2(N=C(NC2=O)C=2C=NC=CC2)C (4-[4-(1,4-benzodioxan-5-yl)piperazin-1-ylmethyl]-4-methyl-2-(3-pyridyl)-2-imidazolin-5-one), C1COCCOCCOCCOCCOCCO1 (18-Crown-6), [OH-].[K+] (potassium hydroxide). Solvent: O1CCCC1 (tetrahydrofuran), O1CCCC1 (tetrahydrofuran). Conditions: time 17 hour. Product: C(C=C)N1C(=NC(C1=O)(C)CN1CCN(CC1)C1=CC=CC=2OCCOC21)C=2C=NC=CC2 (1-allyl-4-[4-(1,4-benzodioxan-5-yl)piperazin-1-ylmethyl]-4-methyl-2-(3-pyridyl)-2-imidazolin-5-one). RXN SMILES: [CH2:1](Br)[CH:2]=[CH2:3].[O:5]1[C:10]2[CH:11]=[CH:12][CH:13]=[C:14]([N:15]3[CH2:20][CH2:19][N:18]([CH2:21][C:22]4([CH3:34])[C:26](=[O:27])[NH:25][C:24]([C:28]5[CH:29]=[N:30][CH:31]=[CH:32][CH:33]=5)=[N:23]4)[CH2:17][CH2:16]3)[C:9]=2[O:8][CH2:7][CH2:6]1.[OH-].[K+].C1OCCOCCOCCOCCOCCOC1>O1CCCC1>[CH2:1]([N:25]1[C:26](=[O:27])[C:22]([CH2:21][N:18]2[CH2:17][CH2:16][N:15]([C:14]3[C:9]4[O:8][CH2:7][CH2:6][O:5][C:10]=4[CH:11]=[CH:12][CH:13]=3)[CH2:20][CH2:19]2)([CH3:34])[N:23]=[C:24]1[C:28]1[CH:29]=[N:30][CH:31]=[CH:32][CH:33]=1)[CH:2]=[CH2:3] |f:2.3|. Reported procedure: A solution of allyl bromide (0.7 ml) in dry tetrahydrofuran (5 ml) was added dropwise at 0° C. under nitrogen to a stirred mixture of 4-[4-(1,4-benzodioxan-5-yl)piperazin-1-ylmethyl]-4-methyl-2-(3-pyridyl)-2-imidazolin-5-one (2.86 g; prepared in a similar manner to that described in Example 40), powdered potassium hydroxide (0.57 g) and 18-Crown-6 (0.18 g) in dry tetrahydrofuran (60 ml). The mixture was stirred at ambient temperature for 17 hours then poured onto ice-water (30 ml) and the produc... Reactants: [BH4-].[Na+] (NaBH4), ClC=1C=C(C=CC1Cl)C(CC(=O)O)CC(=O)N(C)CC1=CC=CC=C1 (3,4-Dichloro-beta-[2-[(phenylmethyl)methylamino]-2-oxoethyl]benzenepropanoic acid), C(=O)(N1C=NC=C1)N1C=NC=C1 (carbonyldiimidazole), N,N-dimethylaminopyridine. Solvent: O (H2O), CCOC(=O)C (EtOAc), CCOC(=O)C (EtOAc). Reaction conditions: time 15 minute. Yields the product ClC=1C=C(C=CC1Cl)C(CC(=O)N(CC1=CC=CC=C1)C)CCO (3,4-Dichloro-beta-(2-hydroxyethyl)-N-methyl-N-(phenylmethyl)benzenepropanamide). Isolated yield 94.6%. As a reaction SMILES: [Cl:1][C:2]1[CH:3]=[C:4]([CH:9]([CH2:14][C:15]([N:17]([CH2:19][C:20]2[CH:25]=[CH:24][CH:23]=[CH:22][CH:21]=2)[CH3:18])=[O:16])[CH2:10][C:11](O)=[O:12])[CH:5]=[CH:6][C:7]=1[Cl:8].C(N1C=CN=C1)(N1C=CN=C1)=O.[BH4-].[Na+]>CCOC(C)=O.O>[Cl:1][C:2]1[CH:3]=[C:4]([CH:9]([CH2:10][CH2:11][OH:12])[CH2:14][C:15]([N:17]([CH3:18])[CH2:19][C:20]2[CH:21]=[CH:22][CH:23]=[CH:24][CH:25]=2)=[O:16])[CH:5]=[CH:6][C:7]=1[Cl:8] |f:2.3|. Reported procedure: 3,4-Dichloro-beta-[2-[(phenylmethyl)methylamino]-2-oxoethyl]benzenepropanoic acid (6.9 g) in EtOAc (150 mL) was treated with carbonyldiimidazole (4.4 g) and N,N-dimethylaminopyridine (0.22 g). The resulting solution was stirred at room temperature for 15 minutes and then heated at 50° C. for 1 hour. The reaction mixture was cooled to 0° C. and treated with a solution of NaBH4 (4.46 g) in H2O (75 mL), warmed slowly to room temperature and stirred for 12 hours. The reaction mixture was then dilute... Starting materials: ClCCl (Dichloromethane), [Cr](=O)(=O)([O-])Cl.[NH+]1=CC=CC=C1 (pyridinium chlorochromate), ClCCl (dichloromethane), C[C@H](CCCC(C)C)[C@H]1CC[C@@H]2[C@@]1(CC[C@H]3[C@H]2CC4C5([C@@]3(CC[C@@H](C5)O)C)O4)C (5,6-epoxycholesterol). The solvent is CCOCC (Ether). Run at time 15 minute. Yields the product OC1C[C@H]2[C@@H]3CC[C@H]([C@@H](CCCC(C)C)C)[C@]3(CC[C@@H]2[C@]2(CCC(C=C12)=O)C)C (6-Hydroxy-4-cholesten-3-one). Isolated yield 51.7%. Reaction SMILES: ClCCl.[Cr](Cl)([O-])(=O)=O.[NH+]1C=CC=CC=1.[CH3:15][C@@H:16]([C@@H:23]1[C@@:27]2([CH3:43])[CH2:28][CH2:29][C@@H:30]3[C@@:35]4([CH3:41])[CH2:36][CH2:37][C@H:38]([OH:40])[CH2:39][C:34]54[O:42][CH:33]5[CH2:32][C@H:31]3[C@@H:26]2[CH2:25][CH2:24]1)[CH2:17][CH2:18][CH2:19][CH:20]([CH3:22])[CH3:21]>CCOCC>[OH:42][CH:33]1[C:34]2[C@:35]([CH3:41])([CH2:36][CH2:37][C:38](=[O:40])[CH:39]=2)[C@@H:30]2[C@H:31]([C@H:26]3[C@:27]([CH3:43])([CH2:28][CH2:29]2)[C@@H:23]([C@H:16]([CH3:15])[CH2:17][CH2:18][CH2:19][CH:20]([CH3:22])[CH3:21])[CH2:24][CH2:25]3)[CH2:32]1 |f:1.2|. Reported procedure: Dichloromethane (50 ml) was added to pyridinium chlorochromate (2.78 g, 12.9 mmol) and molecular shieves (3 A) (4.37 g) and the mixture was stirred under a nitrogen atmosphere at room temperature for 15 minutes. To the resulting mixture was added a dichloromethane solution (30 ml) of 5,6-epoxycholesterol (α:β=5:1) (3.323 g, 8.6 mmol) prepared by the method of Fieser and Fieser (L. F. Fieser and H. Fieser, Reagents for Organic Synthesis, Vol. 1: 136, 1967) and the mixture was stirred for 3 hours.... Starting materials: C12C(CC(C=C1)C2)(CO)CO (5-norbornene-2,2-dimethanol), [C@@H]1([C@H](CCC1)O)O (1,2-cis-cyclopentanediol), CC(CO)CO (2-methyl-1,3-propanediol), C(C(C)O)O (propylene glycol), 2,3-cis-exo-norbornanediol, [C@@H]1([C@@H](CCC1)O)O (1,2-trans-cyclopentanediol), CC(C(C)O)O (2,3-butanediol), CC(C)(C(C)(O)C)O (2,3-dimethyl-2,3-butanediol), CC(C(CO)O)(C)C (3,3-dimethyl-1,2-butanediol), C12C(CC(CC1)C2)(CO)CO (norbornane-2,2-dimethanol), C12C(CC(CC1)C2)CO (2-norbornanemethanol), 2-(propyl-1,2-diol)-norbornane. The product is CC1(C(C(C1O)(C)C)O)C (2,2,4,4-tetramethyl-1,3-cyclobutanediol). As a reaction SMILES: [CH:1]12[CH2:7][CH:4]([CH:5]=C1)[CH2:3][C:2]2([CH2:10]O)[CH2:8][OH:9].C12CC(CC1)CC2(CO)C[OH:20].C12CC(CC1)CC2CO.[C@@H]1(O)CCC[C@@H]1O.CC(C)(C)C(O)CO.[C@@H]1(O)CCC[C@H]1O.CC(O)(C(C)(O)C)C.CC(CO)CO.CC(O)C(O)C.C(O)C(O)C>>[CH3:10][C:2]1([CH3:1])[CH:3]([OH:20])[C:4]([CH3:5])([CH3:7])[CH:8]1[OH:9]. Procedure details: Particularly preferred compounds of this invention are 5-norbornene-2,2-dimethanol; norbornane-2,2-dimethanol; 2-norbornanemethanol; 1,2-cis-cyclopentanediol; 2,3-cis-exo-norbornanediol, 2-(propyl-1,2-diol)-norbornane and 3,3-dimethyl-1,2-butanediol. Other preferred compounds are 1,2-trans-cyclopentanediol; 2,3-dimethyl-2,3-butanediol; 2-methyl-1,3-propanediol; 2,3-butanediol; and propylene glycol. The reactants are C(C)(=O)C1=CC=C(C=C1)C=1C=CC2=C(C=C(O2)C(=O)OCC)C1 (ethyl 5-(4-acetylphenyl)-benzofuran-2-carboxylate), [OH-].[K+] (potassium hydroxide). Run in C(C)O (ethanol). Product: C(C)(=O)C1=CC=C(C=C1)C=1C=CC2=C(C=C(O2)C(=O)O)C1 (5-(4-acetylphenyl)-2-benzofurancarboxylic acid). As a reaction SMILES: [C:1]([C:4]1[CH:9]=[CH:8][C:7]([C:10]2[CH:11]=[CH:12][C:13]3[O:17][C:16]([C:18]([O:20]CC)=[O:19])=[CH:15][C:14]=3[CH:23]=2)=[CH:6][CH:5]=1)(=[O:3])[CH3:2].[OH-].[K+]>C(O)C>[C:1]([C:4]1[CH:5]=[CH:6][C:7]([C:10]2[CH:11]=[CH:12][C:13]3[O:17][C:16]([C:18]([OH:20])=[O:19])=[CH:15][C:14]=3[CH:23]=2)=[CH:8][CH:9]=1)(=[O:3])[CH3:2] |f:1.2|. Reported procedure: 10A was treated with potassium hydroxide in ethanol to give 10, mp: 264°-266° C. Reactants: BrC1=CC=C(C=C1)C=1C2=C(SC1)C=C(C=C2)OCCCBr (3-(4-Bromo-phenyl)-6-(3-bromo-propoxy)-benzo[b]thiophene), COCCNCCOC (bis(2-methoxyethyl)amine). Product: BrC1=CC=C(C=C1)C=1C2=C(SC1)C=C(C=C2)OCCCN(CCOC)CCOC ({3-[3-(4-Bromo-phenyl)-benzo[b]thiophen-6-yloxy]-propyl}-bis-(2-methoxy-ethyl)-amine). Procedure details: In analogy to example 3.1, 3-(4-Bromo-phenyl)-6-(3-bromo-propoxy)-benzo[b]thiophene and bis(2-methoxyethyl)amine were converted to yield {3-[3-(4-Bromo-phenyl)-benzo[b]thiophen-6-yloxy]-propyl}-bis-(2-methoxy-ethyl)-amine as light brown oil, MS: 478 (MH+, 1Br). As a reaction SMILES: [Br:1][C:2]1[CH:7]=[CH:6][C:5]([C:8]2[C:9]3[CH:16]=[CH:15][C:14]([O:17][CH2:18][CH2:19][CH2:20]Br)=[CH:13][C:10]=3[S:11][CH:12]=2)=[CH:4][CH:3]=1.[CH3:22][O:23][CH2:24][CH2:25][NH:26][CH2:27][CH2:28][O:29][CH3:30]>>[Br:1][C:2]1[CH:7]=[CH:6][C:5]([C:8]2[C:9]3[CH:16]=[CH:15][C:14]([O:17][CH2:18][CH2:19][CH2:20][N:26]([CH2:27][CH2:28][O:29][CH3:30])[CH2:25][CH2:24][O:23][CH3:22])=[CH:13][C:10]=3[S:11][CH:12]=2)=[CH:4][CH:3]=1. Reactants: CC(C)(C)N1CC(C(=O)O)C(c2ccc(Cl)cc2)C1, CC1CC(N(C(=O)C(C)(C)C)C2CCC(C)(C)CC2)CN1. Yields the product CC1CC(N(C(=O)C(C)(C)C)C2CCC(C)(C)CC2)CN1C(=O)C1CN(C(C)(C)C)CC1c1ccc(Cl)cc1. RXN SMILES: [C:22]([CH3:23])([CH3:24])([CH3:25])[N:26]1[CH2:27][CH:28]([C:38](=[O:39])[OH:40])[CH:29]([c:31]2[cH:32][cH:33][c:34]([Cl:37])[cH:35][cH:36]2)[CH2:30]1.[CH3:1][C:2]1([CH3:21])[CH2:3][CH2:4][CH:5]([N:8]([C:9]([C:10]([CH3:11])([CH3:12])[CH3:13])=[O:14])[CH:15]2[CH2:16][NH:17][CH:18]([CH3:20])[CH2:19]2)[CH2:6][CH2:7]1>>[CH3:1][C:2]1([CH3:21])[CH2:3][CH2:4][CH:5]([N:8]([C:9]([C:10]([CH3:11])([CH3:12])[CH3:13])=[O:14])[CH:15]2[CH2:16][N:17]([C:38]([CH:28]3[CH2:27][N:26]([C:22]([CH3:23])([CH3:24])[CH3:25])[CH2:30][CH:29]3[c:31]3[cH:32][cH:33][c:34]([Cl:37])[cH:35][cH:36]3)=[O:39])[CH:18]([CH3:20])[CH2:19]2)[CH2:6][CH2:7]1.